Dataset: the Open Reaction Database (ORD), a public repository of structured organic reaction records. Task: describe an organic reaction: reactants, conditions, products, and yield Reactants: O1CCCC2=CC=CC(=C12)C(=O)O (chroman-8-carboxylic acid), ClS(=O)(=O)O (chlorosulphonic acid). Reaction conditions: temperature 10 celsius, time 1 hour. Yields the product ClS(=O)(=O)C=1C=C2CCCOC2=C(C1)C(=O)O (6-chlorosulphonylchroman-8-carboxylic acid). As a reaction SMILES: [O:1]1[C:10]2[C:5](=[CH:6][CH:7]=[CH:8][C:9]=2[C:11]([OH:13])=[O:12])[CH2:4][CH2:3][CH2:2]1.[Cl:14][S:15](O)(=[O:17])=[O:16]>>[Cl:14][S:15]([C:7]1[CH:6]=[C:5]2[C:10](=[C:9]([C:11]([OH:13])=[O:12])[CH:8]=1)[O:1][CH2:2][CH2:3][CH2:4]2)(=[O:17])=[O:16]. Reported procedure: 930 ml of chlorosulphonic acid were introduced into a 1-liter round-bottomed flask and 165 g of chroman-8-carboxylic acid were then added in small amounts, while maintaining the temperature between 0° C. and 10° C. by cooling. The solution was stirred for 1 hour at 10° C., and then allowed to stand overnight at ambient temperature. It was then poured in small amounts onto ice, while stirring and maintaining the temperature at 0° C. by cooling externally and by introducing ice into the flask.